This data is from the Open Reaction Database (ORD), a public repository of structured organic reaction records. The task is: describe an organic reaction: reactants, conditions, products, and yield Reactants: F[B-](F)(F)F.C(C)OC(=O)N1CCN(CC1)C1=NC(=CC=C1[N+]#N)N(C1CC1)C(C)=O (2-[4-(ethoxycarbonyl)-1-piperazinyl]-6-(acetylcyclopropylamino)-3-pyridinediazonium tetrafluoroborate). Run in C1(=CC=CC=C1)C (toluene). Yields the product C(C)(=O)N(C1=CC=C(C(=N1)N1CCN(CC1)C(=O)OCC)F)C1CC1 (4-[6-(Acetylcyclopropylamino)-3-fluoro-2-pyridinyl]-1-piperazinecarboxylic acid, ethyl ester). The yield is 39.1%. As a reaction SMILES: [F:1][B-](F)(F)F.[CH2:6]([O:8][C:9]([N:11]1[CH2:16][CH2:15][N:14]([C:17]2[C:22]([N+]#N)=[CH:21][CH:20]=[C:19]([N:25]([C:29](=[O:31])[CH3:30])[CH:26]3[CH2:28][CH2:27]3)[N:18]=2)[CH2:13][CH2:12]1)=[O:10])[CH3:7]>C1(C)C=CC=CC=1>[C:29]([N:25]([CH:26]1[CH2:28][CH2:27]1)[C:19]1[N:18]=[C:17]([N:14]2[CH2:15][CH2:16][N:11]([C:9]([O:8][CH2:6][CH3:7])=[O:10])[CH2:12][CH2:13]2)[C:22]([F:1])=[CH:21][CH:20]=1)(=[O:31])[CH3:30] |f:0.1|. Procedure details: To 800 ml of refluxing toluene was added in portions, as a solid, 46.2 g (0.1 mole) of 2-[4-(ethoxycarbonyl)-1-piperazinyl]-6-(acetylcyclopropylamino)-3-pyridinediazonium tetrafluoroborate. After the addition was complete, the reaction was refluxed for ten minutes and the toluene was decanted from the insoluble precipitate. The toluene was evaporated in vacuo and the residue was partitioned between chloroform and water. The chloroform layer was washed with 5% aqueous sodium bicarbonate, water, d... Reactants: C(C)(=O)O[C@]1(C(CO)=O)CC[C@H]2[C@@H]3C[C@@H](C4=CC(C=C[C@]4(C)[C@H]3[C@H](C[C@]12C)O)=O)C (17-acetoxy-11β,21-dihydroxy-6α-methyl-1,4-pregnadiene-3,20-dione), C(C)(=O)OC(C)=O (acetic anhydride), ice water sodium chloride. Solvent: N1=CC=CC=C1 (pyridine). Yields the product C(C)(=O)O[C@]1(C(COC(C)=O)=O)CC[C@H]2[C@@H]3C[C@@H](C4=CC(C=C[C@]4(C)[C@H]3[C@H](C[C@]12C)O)=O)C (17,21-diacetoxy-11β-hydroxy-6α-methyl-1,4-pregnadiene-3,20-dione). Reaction SMILES: [C:1]([O:4][C@:5]1([C@:26]2([CH3:27])[C@H:12]([C@H:13]3[C@H:23]([C@@H:24]([OH:28])[CH2:25]2)[C@:21]2([CH3:22])[C:16](=[CH:17][C:18](=[O:29])[CH:19]=[CH:20]2)[C@@H:15]([CH3:30])[CH2:14]3)[CH2:11][CH2:10]1)[C:6](=[O:9])[CH2:7][OH:8])(=[O:3])[CH3:2].[C:31](OC(=O)C)(=[O:33])[CH3:32]>N1C=CC=CC=1>[C:1]([O:4][C@:5]1([C@:26]2([CH3:27])[C@H:12]([C@H:13]3[C@H:23]([C@@H:24]([OH:28])[CH2:25]2)[C@:21]2([CH3:22])[C:16](=[CH:17][C:18](=[O:29])[CH:19]=[CH:20]2)[C@@H:15]([CH3:30])[CH2:14]3)[CH2:11][CH2:10]1)[C:6](=[O:9])[CH2:7][O:8][C:31](=[O:33])[CH3:32])(=[O:3])[CH3:2]. Procedure: A solution of 1.0 g of 17-acetoxy-11β,21-dihydroxy-6α-methyl-1,4-pregnadiene-3,20-dione in 10 ml of pyridine is stirred with 5 ml of acetic anhydride for one hour at 0° C. Then the mixture is poured on an ice water-sodium chloride solution; the precipitate is filtered off and purified by crystallization from acetone/hexane, thus isolating 810 mg of 17,21-diacetoxy-11β-hydroxy-6α-methyl-1,4-pregnadiene-3,20-dione, mp 216° C. Reactants: COC=1C(=CC2=C(C(=NCC(N2)=O)C2=CC=CC=C2)C1)OC (7,8-dimethoxy-5-phenyl-1,3-dihydro-2H-1,4-benzodiazepin-2-one), CI (MeI), C(C1=CC=CC=C1)Br (benzyl bromide). Product: C(C1=CC=CC=C1)N1C(CN=C(C2=C1C=C(C(=C2)OC)OC)C2=CC=CC=C2)=O (1-benzyl-7,8-dimethoxy-5-phenyl-1,3-dihydro-2H-1,4-benzodiazepin-2-one). Yield: 64.0%. As a reaction SMILES: [CH3:1][O:2][C:3]1[C:4]([O:21][CH3:22])=[CH:5][C:6]2[NH:12][C:11](=[O:13])[CH2:10][N:9]=[C:8]([C:14]3[CH:19]=[CH:18][CH:17]=[CH:16][CH:15]=3)[C:7]=2[CH:20]=1.CI.[CH2:25](Br)[C:26]1[CH:31]=[CH:30][CH:29]=[CH:28][CH:27]=1>>[CH2:25]([N:12]1[C:6]2[CH:5]=[C:4]([O:21][CH3:22])[C:3]([O:2][CH3:1])=[CH:20][C:7]=2[C:8]([C:14]2[CH:19]=[CH:18][CH:17]=[CH:16][CH:15]=2)=[N:9][CH2:10][C:11]1=[O:13])[C:26]1[CH:31]=[CH:30][CH:29]=[CH:28][CH:27]=1. Procedure: By replacing 5-(4-bromophenyl)-7,8-dimethoxy-1,3-dihydro-2H-1,4-benzodiazepin-2-one (XXIIaf) in example IIba by 7,8-dimethoxy-5-phenyl-1,3-dihydro-2H-1,4-benzodiazepin-2-one (XXIIaa), and MeI by benzyl bromide, and proceeding in the same manner, the abovenamed product is obtained. Yield: 64%. M: 148–149° C. 1H-NMR (CDCl3, 200 MHz): d 3.67 (s, 3H, OCH3), 3.83 (s, 3H, OCH3), 4.38 (AB system, ? d=0.96, JAB=10.0 2H, CH2), 5.15 (AB system, ? d=0.70, JAB=15.4, 2H, —NCH2), 6.56 (s, 1H Ar), 6.81 (s, 1H ... The reactants are NC1=C(C(=O)NC)C=C(C=C1)N1CC2CN(CC2C1)C (2-Amino-N-methyl-5-(5-methylhexahydropyrrolo[3,4-c]pyrrole-2(1H)-yl)benzamide), NC1=C(C(=O)NC)C=C(C=C1)N1CC2CN(CC2C1)C (2-Amino-N-methyl-5-(5-methylhexahydropyrrolo[3,4-c]pyrrole-2(1H)-yl)benzamide), C(C)OC(OCC)OCC (triethoxymethane), [OH-].[Li+] (lithium hydroxide). The solvent is CO (methanol). Reaction conditions: temperature 160 celsius, time 8 hour. Yields the product CN1C=NC2=CC=C(C=C2C1=O)N1CC2CN(CC2C1)C (3-methyl-6-(5-methylhexahydropyrrolo[3,4-c]pyrrole-2(1H)-yl)quinazolin-4(3H)-one). As a reaction SMILES: [NH2:1][C:2]1[CH:11]=[CH:10][C:9]([N:12]2[CH2:19][CH:18]3[CH:14]([CH2:15][N:16]([CH3:20])[CH2:17]3)[CH2:13]2)=[CH:8][C:3]=1[C:4]([NH:6][CH3:7])=[O:5].[OH-].[Li+].[CH2:23](OC(OCC)OCC)C>CO>[CH3:7][N:6]1[C:4](=[O:5])[C:3]2[C:2](=[CH:11][CH:10]=[C:9]([N:12]3[CH2:13][CH:14]4[CH:18]([CH2:17][N:16]([CH3:20])[CH2:15]4)[CH2:19]3)[CH:8]=2)[N:1]=[CH:23]1 |f:1.2|. Procedure: 2-Amino-N-methyl-5-(5-methylhexahydropyrrolo[3,4-c]pyrrole-2(1H)-yl)benzamide (Intermediate 8A) (100 mg, 0.36 mmol) was dissolved in triethoxymethane (1 mL) and sealed in a microwave vial. Heated at 160° C. for 10 minutes. Reaction allowed to cool to room temperature and lithium hydroxide solution added (0.5 mL, 1M in methanol) and reaction stirred overnight. Organic layer loaded onto a 1 g SCX cartridge. The crude material was purified by SCX, and the solvent removed under reduced pressure. The... Reactants: ClC1=CC(=CC=C1)C(=O)OO (m-Chloroperbenzoic acid), CC=1NC(CSC1C1=CC=NC=C1)=O (5-methyl-6-(4-pyridinyl)-2H-1,4-thiazin-3(4H)-one). Run in ClCCl (dichloromethane). Conditions: time 10 minute. Yields the product ClC=1C=C(C(=O)OC2SC(=C(NC2=O)C)C2=CC=NC=C2)C=CC1 (2-(3-chlorobenzoyloxy)-5-methyl-6-(4-pyridinyl)-2H-1,4-thiazin- 3(4H)-one). The yield is 37.6%. RXN SMILES: [Cl:1][C:2]1[CH:7]=[CH:6][CH:5]=[C:4]([C:8]([O:10]O)=[O:9])[CH:3]=1.[CH3:12][C:13]1[NH:14][C:15](=[O:25])[CH2:16][S:17][C:18]=1[C:19]1[CH:24]=[CH:23][N:22]=[CH:21][CH:20]=1>ClCCl>[Cl:1][C:2]1[CH:3]=[C:4]([CH:5]=[CH:6][CH:7]=1)[C:8]([O:10][CH:16]1[C:15](=[O:25])[NH:14][C:13]([CH3:12])=[C:18]([C:19]2[CH:20]=[CH:21][N:22]=[CH:23][CH:24]=2)[S:17]1)=[O:9]. Procedure: m-Chloroperbenzoic acid (8.97 g, 70% purity) was added to a solution of 5-methyl-6-(4-pyridinyl)-2H-1,4-thiazin-3(4H)-one (5.0 g) in dichloromethane (120 ml) under ice/water-cooling and the mixture was stirred for 10 minutes under ice/water-cooling. The mixture was washed with saturated sodium bicarbonate aqueous solution (2 times) and successively with water (1 time) and was dried over magnsium sulfate. The solvent was removed under reduced pressure and the residue was recrystallized from ether... Reactants: N1(N=CC=C1)C1=CC=C(CC=2C(=NC3=CC=C(C=C3C2Cl)C(O)(C=2C=NC(=CC2)C(F)(F)F)C2=CN=CN2C)Cl)C=C1 ((3-(4-(1H-Pyrazol-1-yl)benzyl)-2,4-dichloroquinolin-6-yl)(1-methyl-1H-imidazol-5-yl)(6-(trifluoromethyl)pyridin-3-yl)methanol), N1CCC1 (azetidine), CN(C=O)C (dimethylformamide). Solvent: C(C)(=O)OCC (ethyl acetate). Conditions: temperature 100 celsius, time 2 day. The product is N1(N=CC=C1)C1=CC=C(CC=2C(=NC3=CC=C(C=C3C2Cl)C(O)(C=2C=NC(=CC2)C(F)(F)F)C2=CN=CN2C)N2CCC2)C=C1 (racemic (3-(4-(1H-pyrazol-1-yl)benzyl)-2-(azetidin-1-yl)-4-chloroquinolin-6-yl)(1-methyl-1H-imidazol-5-yl)(6-(trifluoromethyl)pyridin-3-yl)methanol). Reaction SMILES: [N:1]1([C:6]2[CH:42]=[CH:41][C:9]([CH2:10][C:11]3[C:12](Cl)=[N:13][C:14]4[C:19]([C:20]=3[Cl:21])=[CH:18][C:17]([C:22]([C:34]3[N:38]([CH3:39])[CH:37]=[N:36][CH:35]=3)([C:24]3[CH:25]=[N:26][C:27]([C:30]([F:33])([F:32])[F:31])=[CH:28][CH:29]=3)[OH:23])=[CH:16][CH:15]=4)=[CH:8][CH:7]=2)[CH:5]=[CH:4][CH:3]=[N:2]1.[NH:43]1[CH2:46][CH2:45][CH2:44]1.CN(C)C=O>C(OCC)(=O)C>[N:1]1([C:6]2[CH:42]=[CH:41][C:9]([CH2:10][C:11]3[C:12]([N:43]4[CH2:46][CH2:45][CH2:44]4)=[N:13][C:14]4[C:19]([C:20]=3[Cl:21])=[CH:18][C:17]([C:22]([C:34]3[N:38]([CH3:39])[CH:37]=[N:36][CH:35]=3)([C:24]3[CH:25]=[N:26][C:27]([C:30]([F:32])([F:31])[F:33])=[CH:28][CH:29]=3)[OH:23])=[CH:16][CH:15]=4)=[CH:8][CH:7]=2)[CH:5]=[CH:4][CH:3]=[N:2]1. Procedure details: To a 5 mL sealed tube was added (3-(4-(1H-Pyrazol-1-yl)benzyl)-2,4-dichloroquinolin-6-yl)(1-methyl-1H-imidazol-5-yl)(6-(trifluoromethyl)pyridin-3-yl)methanol (200 mg, 0.33 mmol, 1 equivalent, Example 23, free base), azetidine (93.7 mg, 1.64 mmol, 5 equivalents) and dimethylformamide (2 mL). The reaction vessel was sealed and heated in a 100° C. oil bath. After two days, the vessel was cooled and contents transferred to a separatory funnel with ethyl acetate dilution. The organic phase was extrac... Reaction conditions: temperature 0 celsius, time 30 minute. Reactants: C(C)C1C(N(C(C1)C)CC1=CC=C(C=C1)OC)=O (3-ethyl-1-(4-methoxybenzyl)-5-methylpyrrolidin-2-one), ICC (Iodoethane), [Cl-].[NH4+] (ammonium chloride), C(C)(C)NC(C)C (diisopropylamine), C(CCC)[Li] (n-butyllithium). Isolated yield 46.7%. Procedure: To a solution of diisopropylamine (2.1 g) in tetrahydrofuran (20 mL) was added dropwise n-butyllithium (1.6 M hexane solution, 13 mL) at −78° C. under nitrogen atmosphere, and the mixture was warmed to 0° C., and stirred for 30 min. The reaction mixture was cooled to −78° C., a solution of 3-ethyl-1-(4-methoxybenzyl)-5-methylpyrrolidin-2-one (2.5 g) obtained in Step B in tetrahydrofuran (10 mL) was added thereto, and the mixture was stirred at the same temperature for 1 hr. Iodoethane (2.5 mL) w... Solvent: O1CCCC1 (tetrahydrofuran), O1CCCC1 (tetrahydrofuran). As a reaction SMILES: [CH:1](NC(C)C)(C)[CH3:2].C([Li])CCC.[CH2:13]([CH:15]1[CH2:19][CH:18]([CH3:20])[N:17]([CH2:21][C:22]2[CH:27]=[CH:26][C:25]([O:28][CH3:29])=[CH:24][CH:23]=2)[C:16]1=[O:30])[CH3:14].ICC.[Cl-].[NH4+]>O1CCCC1>[CH2:13]([C:15]1([CH2:1][CH3:2])[CH2:19][CH:18]([CH3:20])[N:17]([CH2:21][C:22]2[CH:23]=[CH:24][C:25]([O:28][CH3:29])=[CH:26][CH:27]=2)[C:16]1=[O:30])[CH3:14] |f:4.5|. The product is C(C)C1(C(N(C(C1)C)CC1=CC=C(C=C1)OC)=O)CC (3,3-diethyl-1-(4-methoxybenzyl)-5-methylpyrrolidin-2-one). The reactants are CC(C)(C)OC(=O)N1CCC(=O)CC1, CNC, CO, CNC, Cl, Cl, N#C[K], O. Product: CN(C)C1(C#N)CCN(C(=O)OC(C)(C)C)CC1. As a reaction SMILES: [C:8]([CH3:9])([CH3:10])([CH3:11])[O:12][C:13](=[O:14])[N:15]1[CH2:16][CH2:17][C:18](=[O:21])[CH2:19][CH2:20]1.[CH3:1][NH:2][CH3:3].[CH3:26][OH:27].[CH3:5][NH:6][CH3:7].[ClH:22].[ClH:4].[K:23][C:24]#[N:25].[OH2:28]>>[CH3:1][N:2]([CH3:3])[C:18]1([C:5]#[N:6])[CH2:17][CH2:16][N:15]([C:13]([O:12][C:8]([CH3:9])([CH3:10])[CH3:11])=[O:14])[CH2:20][CH2:19]1. The reactants are [BH3-]C#N, CC(=O)[O-], COC(=O)C(N)Cc1c[nH]cn1, CO, Cl, [Na+], [Na+], [Na+], [Na+], O=C([O-])[O-], CC(C)(C)OC(=O)NCC=O. Yields the product COC(=O)C(Cc1c[nH]cn1)NCCNC(=O)OC(C)(C)C. RXN SMILES: [C:29]([BH3-:30])#[N:31].[CH3:14][C:15](=[O:16])[O-:17].[CH3:1][O:2][C:3]([CH:4]([NH2:5])[CH2:6][c:7]1[cH:8][nH:9][cH:10][n:11]1)=[O:12].[CH3:40][OH:41].[ClH:33].[Na+:13].[Na+:32].[Na+:34].[Na+:35].[O-:36][C:37](=[O:38])[O-:39].[O:18]=[CH:19][CH2:20][NH:21][C:22]([O:23][C:24]([CH3:25])([CH3:26])[CH3:27])=[O:28]>>[CH3:1][O:2][C:3]([CH:4]([NH:5][CH2:19][CH2:20][NH:21][C:22]([O:23][C:24]([CH3:25])([CH3:26])[CH3:27])=[O:28])[CH2:6][c:7]1[cH:8][nH:9][cH:10][n:11]1)=[O:12].